This data is from the Open Reaction Database (ORD), a public repository of structured organic reaction records. The task is: describe an organic reaction: reactants, conditions, products, and yield The reactants are C(C)(C)(C)C1=C(C=C(C=C1)\C=C\CO[Si](C)(C)C(C)(C)C)[N+](=O)[O-] (2-t-butyl-5-[(1E)-3-(t-butyldimethylsilyloxy)-propenyl]-1-nitrobenzene), [H][H] (hydrogen). Reagents/catalysts: [Pd] (palladium-on-charcoal). Run in C(C)OCC (diethyl ether). Yields the product C(C)(C)(C)C1=C(N)C=C(C=C1)CCCO[Si](C)(C)C(C)(C)C (2-t-Butyl-5-(3-t-butyldimethylsilyloxypropyl)aniline). The yield is 84.9%. As a reaction SMILES: [C:1]([C:5]1[CH:10]=[CH:9][C:8](/[CH:11]=[CH:12]/[CH2:13][O:14][Si:15]([C:18]([CH3:21])([CH3:20])[CH3:19])([CH3:17])[CH3:16])=[CH:7][C:6]=1[N+:22]([O-])=O)([CH3:4])([CH3:3])[CH3:2].[H][H]>C(OCC)C.[Pd]>[C:1]([C:5]1[CH:10]=[CH:9][C:8]([CH2:11][CH2:12][CH2:13][O:14][Si:15]([C:18]([CH3:21])([CH3:20])[CH3:19])([CH3:16])[CH3:17])=[CH:7][C:6]=1[NH2:22])([CH3:4])([CH3:2])[CH3:3]. Procedure: A solution of 16.0 g of 2-t-butyl-5-[(1E)-3-(t-butyldimethylsilyloxy)-propenyl]-1-nitrobenzene [prepared as described in step (iv) above] in 800 ml of diethyl ether was stirred at room temperature for 3 hours in the presence of 8.0 g of 10% palladium-on-charcoal under a stream of hydrogen. At the end of this time, the reaction mixture was filtered and the filtrate was freed from the solvent by distillation under reduced pressure . The residue was purified by column chromatography through silica ... Reactants: C(C1CO1)OC1=CC=CC=C1 (phenyl glycidyl ether), O.C1(=CC=C(C=C1)S(=O)(=O)O)C (p-toluenesulfonic acid monohydrate), C1=CC=CC=2SC3=CC=CC=C3NC12 (phenothiazine), O1CC1 (oxirane). The reagents and catalysts are [Br-].C(CC)[N+](CCC)(CCC)CCC (tetrapropylammonium bromide). Run in C1(=CC=CC=C1)C (toluene), C1(=CC=CC=C1)C (toluene). Run at time 6 hour. The product is O(C1=CC=CC=C1)CC(CO)O (3-Phenoxy-1,2-propanediol). RXN SMILES: [CH2:1]([O:5][C:6]1[CH:11]=[CH:10][CH:9]=[CH:8][CH:7]=1)[CH:2]1[O:4][CH2:3]1.C1C2NC3C(=CC=CC=3)SC=2C=CC=1.[O:26]1CC1.O.C1(C)C=CC(S(O)(=O)=O)=CC=1>[Br-].C([N+](CCC)(CCC)CCC)CC.C1(C)C=CC=CC=1>[O:5]([CH2:1][CH:2]([OH:4])[CH2:3][OH:26])[C:6]1[CH:11]=[CH:10][CH:9]=[CH:8][CH:7]=1 |f:3.4,5.6|. Reported procedure: A solution of 150.2 g. phenyl glycidyl ether (1.0 eq.), 200.0 g. AOnPA (1.15 eq., of Example 1), 200.0 g. toluene, 4.0 g. tetrapropylammonium bromide (0.015 eq.), and 1.0 g. phenothiazine was heated at reflux for 6.0 hours. Conversion, measured by residual oxirane titer, was ca. 93%. Upon cooling, the reactor was charged with 186.0 g. of the AOnPA (1.07 eq.), 150.0 g. toluene, and 10.0 g. p-toluenesulfonic acid monohydrate (0.05 eq.). The mixture was again heated at reflux. After 6.0 hrs., conve... The reactants are C1CCOC1, CO, COC(=O)c1cc2c([nH]1)CCC2Cc1ccc(F)c(F)c1, [Li+], [OH-]. The product is O=C(O)c1cc2c([nH]1)CCC2Cc1ccc(F)c(F)c1. As a reaction SMILES: [CH2:26]1[O:27][CH2:28][CH2:29][CH2:30]1.[CH3:24][OH:25].[F:1][c:2]1[cH:3][c:4]([CH2:5][CH:6]2[CH2:7][CH2:8][c:9]3[nH:10][c:11]([C:14](=[O:15])[O:16][CH3:17])[cH:12][c:13]32)[cH:18][cH:19][c:20]1[F:21].[Li+:22].[OH-:23]>>[F:1][c:2]1[cH:3][c:4]([CH2:5][CH:6]2[CH2:7][CH2:8][c:9]3[nH:10][c:11]([C:14](=[O:15])[OH:16])[cH:12][c:13]32)[cH:18][cH:19][c:20]1[F:21]. The reactants are CC(C)CC(NC(=O)OCc1ccccc1)C(=O)NCCCNC(C(=O)OC(C)(C)C)C(O)C1OC(n2ccc(=O)[nH]c2=O)C(O[Si](C)(C)C(C)(C)C)C1O[Si](C)(C)C(C)(C)C, CO. The product is CC(C)CC(N)C(=O)NCCCNC(C(=O)OC(C)(C)C)C(O)C1OC(n2ccc(=O)[nH]c2=O)C(O[Si](C)(C)C(C)(C)C)C1O[Si](C)(C)C(C)(C)C. Reaction SMILES: [C:1]([CH3:2])([CH3:3])([CH3:4])[Si:5]([O:6][CH:7]1[CH:8]([CH:28]([CH:29]([NH:30][CH2:31][CH2:32][CH2:33][NH:34][C:35]([CH:36]([NH:37][C:38](=[O:39])[O:40][CH2:41][c:42]2[cH:43][cH:44][cH:45][cH:46][cH:47]2)[CH2:48][CH:49]([CH3:50])[CH3:51])=[O:52])[C:53](=[O:54])[O:55][C:56]([CH3:57])([CH3:58])[CH3:59])[OH:60])[O:9][CH:10]([n:20]2[c:21](=[O:27])[nH:22][c:23](=[O:26])[cH:24][cH:25]2)[CH:11]1[O:12][Si:13]([CH3:14])([CH3:15])[C:16]([CH3:17])([CH3:18])[CH3:19])([CH3:61])[CH3:62].[CH3:63][OH:64]>>[C:1]([CH3:2])([CH3:3])([CH3:4])[Si:5]([O:6][CH:7]1[CH:8]([CH:28]([CH:29]([NH:30][CH2:31][CH2:32][CH2:33][NH:34][C:35]([CH:36]([NH2:37])[CH2:48][CH:49]([CH3:50])[CH3:51])=[O:52])[C:53](=[O:54])[O:55][C:56]([CH3:57])([CH3:58])[CH3:59])[OH:60])[O:9][CH:10]([n:20]2[c:21](=[O:27])[nH:22][c:23](=[O:26])[cH:24][cH:25]2)[CH:11]1[O:12][Si:13]([CH3:14])([CH3:15])[C:16]([CH3:17])([CH3:18])[CH3:19])([CH3:61])[CH3:62]. Reactants: ClC=1C=C2C(=CC1)N(CC21CNCC1)C(=O)NC=1SC(=CN1)Cl (5-chloro-N-(5-chlorothiazol-2-yl)spiro[indoline-3,3′-pyrrolidine]-1-carboxamide), BrC=1C=C2C(=CC1)N(CC21CNCC1)C(=O)NC=1SC(=CN1)Cl (5-bromo-N-(5-chlorothiazol-2-yl)spiro[indoline-3,3′-pyrrolidine]-1-carboxamide), C(#N)CC(=O)O (cyanoacetic acid). Product: ClC=1C=C2C(=CC1)N(CC21CN(CC1)C(CC#N)=O)C(=O)NC=1SC(=CN1)Cl (5-chloro-N-(5-chlorothiazol-2-yl)-1′-(2-cyanoacetyl)spiro[indoline-3,3′-pyrrolidine]-1-carboxamide). As a reaction SMILES: [Cl:1][C:2]1[CH:3]=[C:4]2[C:10]3([CH2:14][CH2:13][NH:12][CH2:11]3)[CH2:9][N:8]([C:15]([NH:17][C:18]3[S:19][C:20]([Cl:23])=[CH:21][N:22]=3)=[O:16])[C:5]2=[CH:6][CH:7]=1.BrC1C=C2C3(CCNC3)CN(C(NC3SC(Cl)=CN=3)=O)C2=CC=1.[C:47]([CH2:49][C:50](O)=[O:51])#[N:48]>>[Cl:1][C:2]1[CH:3]=[C:4]2[C:10]3([CH2:14][CH2:13][N:12]([C:50](=[O:51])[CH2:49][C:47]#[N:48])[CH2:11]3)[CH2:9][N:8]([C:15]([NH:17][C:18]3[S:19][C:20]([Cl:23])=[CH:21][N:22]=3)=[O:16])[C:5]2=[CH:6][CH:7]=1. Procedure details: The captioned compound was obtained in the form of a white solid by performing the same reactions and/or treatments as those in Example 23, with the exceptions that the 5-chloro-N-(5-chlorothiazol-2-yl)spiro[indoline-3,3′-pyrrolidine]-1-carboxamide obtained as an intermediate of Example 39 was used instead of 5-bromo-N-(5-chlorothiazol-2-yl)spiro[indoline-3,3′-pyrrolidine]-1-carboxamide, and that cyanoacetic acid was used instead of formic acid. Starting materials: FC(OC=1C=C(C=O)C=CC1)(F)F (3-trifluoromethoxy-benzaldehyde), C1(CC1)N (cyclopropylamine). The product is C1(CC1)NCC1=CC(=CC=C1)OC(F)(F)F (Cyclopropyl-(3-trifluoromethoxybenzyl)amine). RXN SMILES: [F:1][C:2]([F:13])([F:12])[O:3][C:4]1[CH:5]=[C:6]([CH:9]=[CH:10][CH:11]=1)[CH:7]=O.[CH:14]1([NH2:17])[CH2:16][CH2:15]1>>[CH:14]1([NH:17][CH2:7][C:6]2[CH:9]=[CH:10][CH:11]=[C:4]([O:3][C:2]([F:13])([F:12])[F:1])[CH:5]=2)[CH2:16][CH2:15]1. Procedure: Synthesized according to typical procedure J from 3-trifluoromethoxy-benzaldehyde and cyclopropylamine. The reactants are OC1=CC(CC1C1=CC=CC=C1)=O (rac-3-hydroxy-4-phenyl-cyclopent-2-enone), C(C1=CC=CC=C1)=O (benzaldehyde), CC1=CNC2=CC=CC=C12 (3-methyl-1H-indole). Yields the product OC1=C(C(CC1C1=CC=CC=C1)=O)C(C1=CC=CC=C1)C=1NC2=CC=CC=C2C1C (3-Hydroxy-2-[(3-methyl-1H-indol-2-yl)-phenyl-methyl]-4-phenyl-cyclopent-2-enone). Reaction SMILES: [OH:1][C:2]1[CH:6]([C:7]2[CH:12]=[CH:11][CH:10]=[CH:9][CH:8]=2)[CH2:5][C:4](=[O:13])[CH:3]=1.[CH:14](=O)[C:15]1[CH:20]=[CH:19][CH:18]=[CH:17][CH:16]=1.[CH3:22][C:23]1[C:31]2[C:26](=[CH:27][CH:28]=[CH:29][CH:30]=2)[NH:25][CH:24]=1>>[OH:1][C:2]1[CH:6]([C:7]2[CH:12]=[CH:11][CH:10]=[CH:9][CH:8]=2)[CH2:5][C:4](=[O:13])[C:3]=1[CH:14]([C:24]1[NH:25][C:26]2[C:31]([C:23]=1[CH3:22])=[CH:30][CH:29]=[CH:28][CH:27]=2)[C:15]1[CH:20]=[CH:19][CH:18]=[CH:17][CH:16]=1. Reported procedure: Using general procedure D, rac-3-hydroxy-4-phenyl-cyclopent-2-enone (Lit. 17) was reacted with benzaldehyde and 3-methyl-1H-indole to give the title compound as a red solid. MS: 394.1 ([M+H]+). Starting materials: B, Cc1ccc(C(N)=O)cc1Br, C1CCOC1, CSC, CCO. Yields the product Cc1ccc(CN)cc1Br. Reaction SMILES: [BH3:15].[Br:1][c:2]1[cH:3][c:4]([C:5](=[O:6])[NH2:7])[cH:8][cH:9][c:10]1[CH3:11].[CH2:19]1[O:20][CH2:21][CH2:22][CH2:23]1.[CH3:12][S:13][CH3:14].[CH3:16][CH2:17][OH:18]>>[Br:1][c:2]1[cH:3][c:4]([CH2:5][NH2:7])[cH:8][cH:9][c:10]1[CH3:11].